From a dataset of the Open Reaction Database (ORD), a public repository of structured organic reaction records. describe an organic reaction: reactants, conditions, products, and yield The reactants are [Br-], CC[Mg+], c1ccc(COc2cccc3[nH]ccc23)cc1, CC1(C)C(C(=O)Cl)C1(C)C, [Cl-], [Cl-], ClCCl, [Zn+2]. The product is CC1(C)C(C(=O)c2c[nH]c3cccc(OCc4ccccc4)c23)C1(C)C. As a reaction SMILES: [Br-:18].[CH2:19]([Mg+:20])[CH3:21].[CH2:1]([c:2]1[cH:3][cH:4][cH:5][cH:6][cH:7]1)[O:8][c:9]1[c:10]2[cH:11][cH:12][nH:13][c:14]2[cH:15][cH:16][cH:17]1.[CH3:22][C:23]1([CH3:31])[CH:24]([C:28](=[O:29])[Cl:30])[C:25]1([CH3:26])[CH3:27].[Cl-:35].[Cl-:37].[Cl:32][CH2:33][Cl:34].[Zn+2:36]>>[CH2:1]([c:2]1[cH:3][cH:4][cH:5][cH:6][cH:7]1)[O:8][c:9]1[c:10]2[c:11]([C:28]([CH:24]3[C:23]([CH3:22])([CH3:31])[C:25]3([CH3:26])[CH3:27])=[O:29])[cH:12][nH:13][c:14]2[cH:15][cH:16][cH:17]1. The product is N1(C=NC=C1)CCCNC(=O)C1=NC=CC(=C1)OC1=CC=C(C=C1)NC(=O)NC1=CC2=C(OC(OC2(F)F)(F)F)C=C1 (N-[3-(1H-imidazol-1-yl)propyl]-4-[4-({[(2,2,4,4-tetrafluoro-4H-1,3-benzodioxin-6-yl)amino]carbonyl}amino)phenoxy]pyridine-2-carboxamide). As a reaction SMILES: [F:1][C:2]1([F:35])[O:7][C:6]2[CH:8]=[CH:9][C:10]([NH:12][C:13]([NH:15][C:16]3[CH:32]=[CH:31][C:19]([O:20][C:21]4[CH:26]=[CH:25][N:24]=[C:23]([C:27](OC)=[O:28])[CH:22]=4)=[CH:18][CH:17]=3)=[O:14])=[CH:11][C:5]=2[C:4]([F:34])([F:33])[O:3]1.[Cl-].[Mg+2].[Cl-].[NH2:39][CH2:40][CH2:41][CH2:42][N:43]1[CH:47]=[CH:46][N:45]=[CH:44]1>C1COCC1>[N:43]1([CH2:42][CH2:41][CH2:40][NH:39][C:27]([C:23]2[CH:22]=[C:21]([O:20][C:19]3[CH:18]=[CH:17][C:16]([NH:15][C:13]([NH:12][C:10]4[CH:9]=[CH:8][C:6]5[O:7][C:2]([F:1])([F:35])[O:3][C:4]([F:34])([F:33])[C:5]=5[CH:11]=4)=[O:14])=[CH:32][CH:31]=3)[CH:26]=[CH:25][N:24]=2)=[O:28])[CH:47]=[CH:46][N:45]=[CH:44]1 |f:1.2.3|. Reaction conditions: time 3 day. Reactants: FC1(OC(C2=C(O1)C=CC(=C2)NC(=O)NC2=CC=C(OC1=CC(=NC=C1)C(=O)OC)C=C2)(F)F)F (methyl 4-[4-({[(2,2,4,4-tetrafluoro-4H-1,3-benzodioxin-6-yl)amino]-carbonyl}amino)phenoxy]pyridine-2-carboxylate), [Cl-].[Mg+2].[Cl-] (magnesium chloride), NCCCN1C=NC=C1 (1-(3-aminopropyl)imidazole). The solvent is C1CCOC1 (THF). The yield is 46.9%. Procedure: To a mixture of methyl 4-[4-({[(2,2,4,4-tetrafluoro-4H-1,3-benzodioxin-6-yl)amino]-carbonyl}amino)phenoxy]pyridine-2-carboxylate (80 mg, 0.16 mmol) and magnesium chloride (16 mg, 0.16 mmol) in THF (2 ml) was added 1-(3-aminopropyl)imidazole (0.04 mL, 0.32 mmol) at room temperature. The reaction mixture was stirred at room temperature for 3 d. The solid was filtered and washed with 10% MeOH in CH2Cl2. The combined filtrate was concentrated to dryness and the residue was purified by column chromat...